From a dataset of the Open Reaction Database (ORD), a public repository of structured organic reaction records. describe an organic reaction: reactants, conditions, products, and yield The reactants are OC1=CC=CC2=C1C=C(O2)C (4-Hydroxy-2-methylbenzofuran), BrCC1=CC=C(C(=O)OCC)C=C1 (ethyl 4-bromomethylbenzoate), C([O-])([O-])=O.[K+].[K+] (potassium carbonate), [I-].[Na+] (sodium iodide). Run in C(C)O (ethanol). Yields the product CC=1OC2=C(C1)C(=CC=C2)OCC2=CC=C(C(=O)OCC)C=C2 (ethyl 4-(2-methyl-4-benzofuranyloxymethyl)benzoate). Reaction SMILES: [OH:1][C:2]1[C:7]2[CH:8]=[C:9]([CH3:11])[O:10][C:6]=2[CH:5]=[CH:4][CH:3]=1.Br[CH2:13][C:14]1[CH:24]=[CH:23][C:17]([C:18]([O:20][CH2:21][CH3:22])=[O:19])=[CH:16][CH:15]=1.C(=O)([O-])[O-].[K+].[K+].[I-].[Na+]>C(O)C>[CH3:11][C:9]1[O:10][C:6]2[CH:5]=[CH:4][CH:3]=[C:2]([O:1][CH2:13][C:14]3[CH:24]=[CH:23][C:17]([C:18]([O:20][CH2:21][CH3:22])=[O:19])=[CH:16][CH:15]=3)[C:7]=2[CH:8]=1 |f:2.3.4,5.6|. Procedure: 4-Hydroxy-2-methylbenzofuran (7.4 g, 0.05 M), ethyl 4-bromomethylbenzoate (12.15 g, 0.05 M), anhydrous potassium carbonate (7.59 g), sodium iodide (0.3 g), and 95% ethanol were reacted together in an analogous manner to that described in example 5(A) to give ethyl 4-(2-methyl-4-benzofuranyloxymethyl)benzoate which was recrystallised from ethanol/water, m.p. 59°-61° C. (Found: C, 73.73; H, 6.03. C19H18O4 requires C, 73.55; H, 5.81%). Starting materials: F[B-](F)(F)F, O=C([O-])O, ClCCl, C[O+](C)C, CC(C)C(C(N)=O)c1ccc(Cl)cc1, [Na+]. The product is COC(=N)C(c1ccc(Cl)cc1)C(C)C. RXN SMILES: [B-:15]([F:16])([F:17])([F:18])[F:19].[C:24](=[O:25])([OH:26])[O-:27].[CH2:29]([Cl:30])[Cl:31].[CH3:20][O+:21]([CH3:22])[CH3:23].[Cl:1][c:2]1[cH:3][cH:4][c:5]([CH:8]([C:9](=[O:10])[NH2:11])[CH:12]([CH3:13])[CH3:14])[cH:6][cH:7]1.[Na+:28]>>[Cl:1][c:2]1[cH:3][cH:4][c:5]([CH:8]([C:9]([O:10][CH3:20])=[NH:11])[CH:12]([CH3:13])[CH3:14])[cH:6][cH:7]1. Starting materials: N#Cc1ccc(CCCC2OCCO2)cc1, Cl, C1CCOC1, O. Product: N#Cc1ccc(CCCC=O)cc1. Reaction SMILES: [CH2:1]1[O:2][CH:3]([CH2:4][CH2:5][CH2:6][c:7]2[cH:8][cH:9][c:10]([C:11]#[N:12])[cH:13][cH:14]2)[O:16][CH2:15]1.[ClH:22].[O:17]1[CH2:18][CH2:19][CH2:20][CH2:21]1.[OH2:23]>>[O:2]=[CH:3][CH2:4][CH2:5][CH2:6][c:7]1[cH:8][cH:9][c:10]([C:11]#[N:12])[cH:13][cH:14]1. The reactants are BrCc1ccccc1, CS(C)=O, [H-], [H][H], NCCNc1ccccn1, [Na+], O. Product: NCCN(Cc1ccccc1)c1ccccn1. RXN SMILES: [Br:15][CH2:16][c:17]1[cH:18][cH:19][cH:20][cH:21][cH:22]1.[CH3:23][S:24]([CH3:25])=[O:26].[H-:1].[H:13][H:14].[NH2:3][CH2:4][CH2:5][NH:6][c:7]1[n:8][cH:9][cH:10][cH:11][cH:12]1.[Na+:2].[OH2:27]>>[NH2:3][CH2:4][CH2:5][N:6]([c:7]1[n:8][cH:9][cH:10][cH:11][cH:12]1)[CH2:16][c:17]1[cH:18][cH:19][cH:20][cH:21][cH:22]1. The reactants are CN(C)C=O, C(=NC1CCCCC1)=NC1CCCCC1, Cl, Nc1nc2ccc([N+](=O)[O-])cc2s1, N=C(N)Nc1ccc(C(=O)O)cc1, On1nnc2ccccc21. Yields the product Cl, N=C(N)Nc1ccc(C(=O)Nc2nc3ccc([N+](=O)[O-])cc3s2)cc1. Reaction SMILES: [CH3:53][N:54]([CH3:55])[CH:56]=[O:57].[CH:25]1([N:26]=[C:27]=[N:28][CH:29]2[CH2:30][CH2:31][CH2:32][CH2:33][CH2:34]2)[CH2:35][CH2:36][CH2:37][CH2:38][CH2:39]1.[ClH:1].[N+:40](=[O:41])([O-:42])[c:43]1[cH:44][c:45]2[c:46]([n:47][c:48]([NH2:50])[s:49]2)[cH:51][cH:52]1.[NH:2]([C:3](=[NH:4])[NH2:5])[c:6]1[cH:7][cH:8][c:9]([C:10](=[O:11])[OH:12])[cH:13][cH:14]1.[OH:15][n:16]1[c:17]2[cH:18][cH:19][cH:20][cH:21][c:22]2[n:23][n:24]1>>[ClH:1].[NH:2]([C:3](=[NH:4])[NH2:5])[c:6]1[cH:7][cH:8][c:9]([C:10](=[O:12])[NH:50][c:48]2[n:47][c:46]3[c:45]([cH:44][c:43]([N+:40](=[O:41])[O-:42])[cH:52][cH:51]3)[s:49]2)[cH:13][cH:14]1. Reactants: CS(=O)(=O)OCCOC12CC3(CC(CC(C1)(C3)C)(C2)C)CN2N=CC(=C2C)I (2-({3-[(4-iodo-5-methyl-1H-pyrazol-1-yl)methyl]-5,7-dimethyltricyclo[3.3.1.13,7]dec-1-yl}oxy)ethyl methanesulfonate), CO (methanol). The solvent is CN (methylamine). Yields the product CC12CC3(CC(CC(C1)(C3)C)(C2)OCCNC)CN2N=CC(=C2C)I (1-({3,5-dimethyl-7-[2-(methylamino)ethoxy]tricyclo[3.3.1.13,7]dec-1-yl}methyl)-4-iodo-5-methyl-1H-pyrazole). RXN SMILES: CS(OCCOC12[CH2:19][C:13]3([CH3:20])[CH2:14][C:15]([CH3:18])([CH2:17][C:11]([CH2:21][N:22]4[C:26]([CH3:27])=[C:25]([I:28])[CH:24]=[N:23]4)([CH2:12]3)[CH2:10]1)[CH2:16]2)(=O)=O.[CH3:29][OH:30]>CN>[CH3:18][C:15]12[CH2:16][C:29]3([O:30][CH2:11][CH2:21][NH:22][CH3:26])[CH2:19][C:13]([CH3:20])([CH2:12][C:11]([CH2:21][N:22]4[C:26]([CH3:27])=[C:25]([I:28])[CH:24]=[N:23]4)([CH2:10]3)[CH2:17]1)[CH2:14]2. Procedure details: A solution of 2-({3-[(4-iodo-5-methyl-1H-pyrazol-1-yl)methyl]-5,7-dimethyltricyclo[3.3.1.13,7]dec-1-yl}oxy)ethyl methanesulfonate (2.5 g) in 2 M methylamine in methanol (15 mL) was heated to 100° C. for 20 minutes in a Biotage Initiator microwave reactor. The reaction mixture was concentrated, and the residue was diluted with ethyl acetate. The organic layer was washed with saturated aqueous sodium bicarbonate solution, water and brine. The organic layer was dried with sodium sulfate, filtered a...